This data is from the Open Reaction Database (ORD), a public repository of structured organic reaction records. The task is: describe an organic reaction: reactants, conditions, products, and yield The reactants are FC(OC=1C=C2C=CC=NC2=C(C1)N)(F)F (6-(trifluoromethoxy)quinolin-8-amine), N1=CC=CC=C1 (pyridine), FC(OC=1C=C2C=CC=NC2=C(C1)N)(F)F (6-(trifluoromethoxy)quinolin-8-amine), FC(C1=CC=C(C=N1)S(=O)(=O)Cl)(F)F (6-(trifluoromethyl)pyridine-3-sulfonyl chloride). The reagents and catalysts are CN(C)C=1C=CN=CC1 (DMAP). Run in C(Cl)Cl (DCM). The product is FC(OC=1C=C2C=CC=NC2=C(C1)NS(=O)(=O)C=1C=NC(=CC1)C(F)(F)F)(F)F (6-Trifluoromethyl-pyridine-3-sulfonic acid (6-trifluoromethoxy-quinolin-8-yl)-amide). The yield is 42.9%. As a reaction SMILES: [F:1][C:2]([F:16])([F:15])[O:3][C:4]1[CH:5]=[C:6]2[C:11](=[C:12]([NH2:14])[CH:13]=1)[N:10]=[CH:9][CH:8]=[CH:7]2.[F:17][C:18]([F:30])([F:29])[C:19]1[N:24]=[CH:23][C:22]([S:25](Cl)(=[O:27])=[O:26])=[CH:21][CH:20]=1.N1C=CC=CC=1>CN(C1C=CN=CC=1)C.C(Cl)Cl>[F:16][C:2]([F:1])([F:15])[O:3][C:4]1[CH:5]=[C:6]2[C:11](=[C:12]([NH:14][S:25]([C:22]3[CH:23]=[N:24][C:19]([C:18]([F:30])([F:17])[F:29])=[CH:20][CH:21]=3)(=[O:27])=[O:26])[CH:13]=1)[N:10]=[CH:9][CH:8]=[CH:7]2. Procedure: In a similar fashion using route 14 general procedure 27, 6-trifluoromethoxy-quinolin-8-ylamine (Intermediate 46) (75 mg, 0.32 mmol), 6-(trifluoromethyl)pyridine-3-sulfonyl chloride (96 mg, 0.39 mmol), DMAP (cat.), pyridine (0.05 ml, 0.65 mmol) and DCM (2 ml) gave the title compound (60 mg, 42%) after purification by column chromatography with n-hexane/EtOAc (90:10) as the eluent. Reactants: C(=O)NC=1SC=C(N1)C(C(=O)NC1[C@@H]2N(C(=C(CS2)COC)C(=O)O)C1=O)=NOC (7-[2-(2-formamidothiazol-4-yl)-2-methoxyiminoacetamido]-3-methoxymethyl-3-cephem-4-carboxylic acid), Cl (hydrochloric acid). Run in C(C)(C)OC(C)C (diisopropyl ether), CO (methanol), O1CCCC1 (tetrahydrofuran). Run at temperature 30 celsius, time 4 hour. Yields the product Cl.NC=1SC=C(N1)C(C(=O)NC1[C@@H]2N(C(=C(CS2)COC)C(=O)O)C1=O)=NOC (7-[2-(2-aminothiazol-4-yl)-2-methoxyiminoacetamido]-3-methoxymethyl-3-cephem-4-carboxylic acid hydrochloride). Yield: 85.0%. As a reaction SMILES: C([NH:3][C:4]1[S:5][CH:6]=[C:7]([C:9](=[N:28][O:29][CH3:30])[C:10]([NH:12][CH:13]2[C:26](=[O:27])[N:15]3[C:16]([C:23]([OH:25])=[O:24])=[C:17]([CH2:20][O:21][CH3:22])[CH2:18][S:19][C@H:14]23)=[O:11])[N:8]=1)=O.[ClH:31]>CO.O1CCCC1.C(OC(C)C)(C)C>[ClH:31].[NH2:3][C:4]1[S:5][CH:6]=[C:7]([C:9](=[N:28][O:29][CH3:30])[C:10]([NH:12][CH:13]2[C:26](=[O:27])[N:15]3[C:16]([C:23]([OH:25])=[O:24])=[C:17]([CH2:20][O:21][CH3:22])[CH2:18][S:19][C@H:14]23)=[O:11])[N:8]=1 |f:5.6|. Reported procedure: To a suspension of 7-[2-(2-formamidothiazol-4-yl)-2-methoxyiminoacetamido]-3-methoxymethyl-3-cephem-4-carboxylic acid (syn isomer) (0.52 g) in a mixture of methanol (3ml) and tetrahydrofuran (2 ml) was added conc. hydrochloric acid (0.18 g), and the mixture was stirred at 30° C. for 4 hours. After the reaction mixture was cooled and diluted with diisopropyl ether, the precipitated crystals were collected by filtration, washed with diisopropyl ether and then dried to give 7-[2-(2-aminothiazol-4-y... Starting materials: CCOC(=O)c1c(Nc2ccc(I)cc2F)c2nnccc2n1C, C1CCOC1, CCN=C=NCCCN(C)C, CCN(C(C)C)C(C)C, C=COCCON, [Na+], [OH-], On1nnc2ccccc21. Product: C=COCCONC(=O)c1c(Nc2ccc(I)cc2F)c2nnccc2n1C. As a reaction SMILES: [CH2:3]([O:4][C:6](=[O:7])[c:8]1[c:9]([NH:18][c:19]2[c:20]([F:26])[cH:21][c:22]([I:25])[cH:23][cH:24]2)[c:10]2[n:11][n:12][cH:13][cH:14][c:15]2[n:16]1[CH3:17])[CH3:5].[CH2:64]1[O:65][CH2:66][CH2:67][CH2:68]1.[CH3:37][CH2:38][N:39]=[C:40]=[N:41][CH2:42][CH2:43][CH2:44][N:45]([CH3:46])[CH3:47].[CH:48]([N:49]([CH2:50][CH3:51])[CH:52]([CH3:53])[CH3:54])([CH3:55])[CH3:56].[CH:57](=[CH2:58])[O:59][CH2:60][CH2:61][O:62][NH2:63].[Na+:2].[OH-:1].[OH:27][n:28]1[c:29]2[c:30]([cH:31][cH:32][cH:33][cH:34]2)[n:35][n:36]1>>[C:6](=[O:7])([c:8]1[c:9]([NH:18][c:19]2[c:20]([F:26])[cH:21][c:22]([I:25])[cH:23][cH:24]2)[c:10]2[n:11][n:12][cH:13][cH:14][c:15]2[n:16]1[CH3:17])[NH:63][O:62][CH2:61][CH2:60][O:59][CH:57]=[CH2:58]. Reactants: CC(C=CCCCCC(=O)O)C (8-methyl-6-nonenoic acid), N[C@@H]1[C@@H](CCCC1)O (cis-2-aminocyclohexanol). The solvent is C(Cl)(Cl)Cl (chloroform), C(Cl)(Cl)Cl (chloroform). Conditions: time 8 hour. Yields the product CC(/C=C/CCCCC(=O)O)C (trans-8-methyl-6-nonenoic acid). Isolated yield 61.3%. Reaction SMILES: [CH3:1][CH:2]([CH3:12])[CH:3]=[CH:4][CH2:5][CH2:6][CH2:7][CH2:8][C:9]([OH:11])=[O:10].N[C@H]1CCCC[C@H]1O>C(Cl)(Cl)Cl>[CH3:1][CH:2]([CH3:12])/[CH:3]=[CH:4]/[CH2:5][CH2:6][CH2:7][CH2:8][C:9]([OH:11])=[O:10]. Procedure: The obtained 8-methyl-6-nonenoic acid (isomer ratio trans:cis=29:1, 408 mg, 2.40 mmol) was again dissolved in chloroform (10 ml), and a solution of cis-2-aminocyclohexanol (249 mg, 2.16 mmol) in chloroform (5 ml) was added dropwise at room temperature. The reaction mixture was concentrated under reduced pressure, the residue was again dissolved in chloroform (3 ml), and hexane (12 ml) was added dropwise. The reaction mixture was stirred overnight at room temperature, and the precipitated crystal... The reactants are 2-[, COC=1C=C(C=CC1OC)C1(CC=2CCNC(C2C=C1OC)C(CCCCC=O)=O)OC (6-(3,4-dimethoxyphenyl)-1,6-dioxohexyl-1,2,3,4-tetrahydro-6,7-dimethoxyisoquinoline), C(C)[Mg]Br (ethyl magnesium bromide), [Cl-].[NH4+] (ammonium chloride). The solvent is O1CCCC1 (tetrahydrofuran), O1CCCC1 (tetrahydrofuran). Conditions: time 8 hour. The product is COC=1C=C(C=CC1OC)C(CCCCC(=O)N1CC2=CC(=C(C=C2CC1)OC)OC)(CC)O (2-[6-(3,4-Dimethoxyphenyl]-6-hydroxy-1-oxooctyl]-1,2,3,4-tetrahydro-6,7-dimethoxyisoquinoline). Reaction SMILES: [CH3:1][O:2][C:3]1[CH:4]=[C:5]([C:11]2([O:31]C)[C:20](OC)=[CH:19][C:18]3[CH:17]([C:23](=[O:30])CCCCC=O)NCC[C:13]=3[CH2:12]2)[CH:6]=[CH:7][C:8]=1[O:9][CH3:10].[CH2:33]([Mg]Br)[CH3:34].[Cl-].[NH4+:38]>O1CCCC1>[CH3:1][O:2][C:3]1[CH:4]=[C:5]([C:11]([OH:31])([CH2:12][CH3:13])[CH2:20][CH2:19][CH2:18][CH2:17][C:23]([N:38]2[CH2:34][CH2:33][C:6]3[C:5](=[CH:4][C:3]([O:2][CH3:1])=[C:8]([O:9][CH3:10])[CH:7]=3)[CH2:11]2)=[O:30])[CH:6]=[CH:7][C:8]=1[O:9][CH3:10] |f:2.3|. Procedure details: A mixture of 3.0 g of 2-[6-(3,4-dimethoxyphenyl)-1,6-dioxohexyl-1,2,3,4-tetrahydro-6,7-dimethoxyisoquinoline and 15.0 mL of ethyl magnesium bromide (1M) in tetrahydrofuran in 20.0 mL of anhydrous tetrahydrofuran is stirred at room temperature overnight. The mixture is poured into a mixture of ice and saturated solution of ammonium chloride and extracted with diethyl ether. The diethyl ether extract is washed with brine, dried, filtered. The filtrate is evaporated to afford 3.0 g of the desired p...